This data is from the Open Reaction Database (ORD), a public repository of structured organic reaction records. The task is: describe an organic reaction: reactants, conditions, products, and yield Reactants: S(=O)(=O)(C1=CC=C(C)C=C1)N1C=CC=2C(=CC=CC12)N (1-tosyl-1H-indol-4-amine), C1CC(=O)N(C1=O)Br (NBS). The solvent is CN(C)C=O (DMF). Conditions: temperature -20 celsius. The product is BrC1=C(C=2C=CN(C2C=C1)S(=O)(=O)C1=CC=C(C)C=C1)N (5-Bromo-1-tosyl-1H-indol-4-amine). Reaction SMILES: [S:1]([N:11]1[C:19]2[CH:18]=[CH:17][CH:16]=[C:15]([NH2:20])[C:14]=2[CH:13]=[CH:12]1)([C:4]1[CH:10]=[CH:9][C:7]([CH3:8])=[CH:6][CH:5]=1)(=[O:3])=[O:2].C1C(=O)N([Br:28])C(=O)C1>CN(C=O)C>[Br:28][C:16]1[CH:17]=[CH:18][C:19]2[N:11]([S:1]([C:4]3[CH:5]=[CH:6][C:7]([CH3:8])=[CH:9][CH:10]=3)(=[O:2])=[O:3])[CH:12]=[CH:13][C:14]=2[C:15]=1[NH2:20]. Reported procedure: To 1-tosyl-1H-indol-4-amine (9.1 g, 31.8 mmol) in DMF (300 mL) at −20° C. was added NBS (5.60 g, 31.5 mmol) and the mixture was stirred at −20° C. After 5 minutes the reaction was quenched with sat. aq. NaHCO3, then with sat. sodium thiosulfate, extracted with EtOAc (three times), dried over MgSO4, filtered and concentrated. The product was purified by flash chromatography (0-100% EtOAc in heptanes) to provide the title compound. MS (ESI+) m/z 364.9, 366.9 (M+H). Starting materials: N1C=C(C=C1)C(=O)OC (methyl 1H-pyrrole-3-carboxylate), C1(CC1)B(O)O (cyclopropylboronic acid), N1=C(C=CC=C1)C1=NC=CC=C1 (2,2′-bipyridyl), C([O-])([O-])=O.[Na+].[Na+] (sodium carbonate). The reagents and catalysts are C(C)(=O)[O-].[Cu+2].C(C)(=O)[O-] (copper(II) acetate). Conditions: temperature 70 celsius, time 16 hour. Product: C1(CC1)N1C=C(C=C1)C(=O)OC (Methyl 1-cyclopropyl-1H-pyrrole-3-carboxylate). Isolated yield 57.1%. As a reaction SMILES: [NH:1]1[CH:5]=[CH:4][C:3]([C:6]([O:8][CH3:9])=[O:7])=[CH:2]1.[CH:10]1(B(O)O)[CH2:12][CH2:11]1.N1C=CC=CC=1C1C=CC=CN=1.C(=O)([O-])[O-].[Na+].[Na+]>C([O-])(=O)C.[Cu+2].C([O-])(=O)C>[CH:10]1([N:1]2[CH:5]=[CH:4][C:3]([C:6]([O:8][CH3:9])=[O:7])=[CH:2]2)[CH2:12][CH2:11]1 |f:3.4.5,6.7.8|. Procedure: A mixture of methyl 1H-pyrrole-3-carboxylate (500 mg, 4.00 mmol), cyclopropylboronic acid (686 mg, 7.99 mmol), copper(II) acetate (726 mg, 4.00 mmol), 2,2′-bipyridyl (624 mg, 4.00 mmol), sodium carbonate (847 mg, 7.99 mmol) was stirred at 70° C. for 16 hr, concentrated, diluted in EtOAc/water, and extracted twice with EtOAc. The combined organic extracts were washed with brine, dried (Na2SO4), and concentrated. The crude material was purified by silica gel column chromatography (hexane/EtOAc 4:1...